The task is: describe an organic reaction: reactants, conditions, products, and yield. This data is from the Open Reaction Database (ORD), a public repository of structured organic reaction records. Starting materials: C(C)(C)(C)OC(=O)N1C(OC([C@H]1CCSCC)C(=O)O)(C)C ((4R, 5RS)-3-(tert-butoxycarbonyl)-4-[2-(ethylsulfanyl)ethyl]-2,2-dimethyl-1,3-oxazolidine-5-carboxylic acid), C(C1=CC=CC=C1)O (benzyl alcohol), Cl.CN(CCCN=C=NCC)C (1-(3-dimethylaminopropyl)-3-ethylcarbodiimide hydrochloride), C1=CC2=C(N=C1)N(N=N2)O (HOAT), CN1CCOCC1 (N-methylmorpholine). Solvent: ClCCl.CN(C)C=O (dichloromethane DMF), ClCCl (dichloromethane). Conditions: time 1 hour. The product is N[C@@H](C(C(=O)OCC1=CC=CC=C1)O)CCSCC (benzyl (2RS,3R)-3-amino-5-(ethylsulfanyl)-2-hydroxypentanoate). Reaction SMILES: C(OC([N:8]1[C@H:12]([CH2:13][CH2:14][S:15][CH2:16][CH3:17])[CH:11]([C:18]([OH:20])=[O:19])[O:10]C1(C)C)=O)(C)(C)C.[CH2:23](O)[C:24]1[CH:29]=[CH:28][CH:27]=[CH:26][CH:25]=1.Cl.CN(C)CCCN=C=NCC.C1C=NC2N(O)N=NC=2C=1.CN1CCOCC1>ClCCl.ClCCl.CN(C=O)C>[NH2:8][C@H:12]([CH2:13][CH2:14][S:15][CH2:16][CH3:17])[CH:11]([OH:10])[C:18]([O:20][CH2:23][C:24]1[CH:29]=[CH:28][CH:27]=[CH:26][CH:25]=1)=[O:19] |f:2.3,7.8|. Procedure details: A solution of Example 22B (0.11 g, 0.33 mmol), benzyl alcohol (0.07 mL, 0.7 mmol), 1-(3-dimethylaminopropyl)-3-ethylcarbodiimide hydrochloride (0.080 g, 0.41 mmol), HOAT (0.045 g, 0.33 mmol), and N-methylmorpholine (0.055 mL, 0.50 mmol) in 3:1 dichloromethane/DMF (4 mL) at room temperature was stirred for 16 hours, diluted with dichloromethane, washed sequentially with aqueous NaHCO3, brine, 0.5M citric acid, and brine, dried (MgSO4), filtered, and concentrated. The residue was dissolved in 4M H...